This data is from the Open Reaction Database (ORD), a public repository of structured organic reaction records. The task is: describe an organic reaction: reactants, conditions, products, and yield Starting materials: FC(C1=NNC=2CCCCC12)(F)F (3-(trifluoromethyl)-4,5,6,7-tetrahydro-1H-indazole), C([O-])([O-])=O.[K+].[K+] (potassium carbonate), [N+](=O)([O-])C1=CC=C(CCl)C=C1 (4-nitrobenzyl chloride). The solvent is CN(C)C=O (DMF). Run at time 16 hour. Product: [N+](=O)([O-])C1=CC=C(C=C1)CN1N=C(C=2CCCCC12)C(F)(F)F (1-[(4-nitrophenyl)methyl]-3-(trifluoromethyl)-4,5,6,7-tetrahydro-1H-indazole). Yield: 115.4%. As a reaction SMILES: [F:1][C:2]([F:13])([F:12])[C:3]1[C:11]2[CH2:10][CH2:9][CH2:8][CH2:7][C:6]=2[NH:5][N:4]=1.C(=O)([O-])[O-].[K+].[K+].[N+:20]([C:23]1[CH:30]=[CH:29][C:26]([CH2:27]Cl)=[CH:25][CH:24]=1)([O-:22])=[O:21]>CN(C=O)C>[N+:20]([C:23]1[CH:30]=[CH:29][C:26]([CH2:27][N:5]2[C:6]3[CH2:7][CH2:8][CH2:9][CH2:10][C:11]=3[C:3]([C:2]([F:1])([F:12])[F:13])=[N:4]2)=[CH:25][CH:24]=1)([O-:22])=[O:21] |f:1.2.3|. Procedure details: A solution of 3-(trifluoromethyl)-4,5,6,7-tetrahydro-1H-indazole (380 mg, 2 mmol) in anhydrous DMF (10 ml) was treated with potassium carbonate (552 mg, 4 mmol) followed by 4-nitrobenzyl chloride (343 mg, 2 mmol) and the whole mix stirred under argon for 16 h at room temperature. The reaction mixture was separated between water (20 ml) and ethyl acetate (20 ml). The organic layer was washed again with a water/brine mix (1:1) (10 ml) then dried over sodium sulphate and the solvent removed under r... Product: COc1cc(CBr)ccc1F. RXN SMILES: [Br:11][N:12]1[C:13](=[O:14])[CH2:15][CH2:16][C:17]1=[O:18].[C:19]([O:20][O:21][C:22](=[O:23])[c:24]1[cH:25][cH:26][cH:27][cH:28][cH:29]1)(=[O:30])[c:31]1[cH:32][cH:33][cH:34][cH:35][cH:36]1.[C:37]([Cl:38])([Cl:39])([Cl:40])[Cl:41].[F:1][c:2]1[c:3]([O:9][CH3:10])[cH:4][c:5]([CH3:8])[cH:6][cH:7]1>>[F:1][c:2]1[c:3]([O:9][CH3:10])[cH:4][c:5]([CH2:8][Br:11])[cH:6][cH:7]1. Starting materials: O=C1CCC(=O)N1Br, O=C(OOC(=O)c1ccccc1)c1ccccc1, ClC(Cl)(Cl)Cl, COc1cc(C)ccc1F. The reactants are BrCCOCCBr, O=C([O-])O, CN(C)C=O, CCN(C(C)C)C(C)C, N#Cc1cc(N)cc(Cl)c1N. The product is N#Cc1cc(N2CCOCC2)cc(Cl)c1N. RXN SMILES: [Br:12][CH2:13][CH2:14][O:15][CH2:16][CH2:17][Br:18].[C:28](=[O:29])([OH:30])[O-:31].[CH3:32][N:33]([CH3:34])[CH:35]=[O:36].[CH:19]([N:20]([CH2:21][CH3:22])[CH:23]([CH3:24])[CH3:25])([CH3:26])[CH3:27].[NH2:1][c:2]1[c:3]([C:4]#[N:5])[cH:6][c:7]([NH2:11])[cH:8][c:9]1[Cl:10]>>[NH2:1][c:2]1[c:3]([C:4]#[N:5])[cH:6][c:7]([N:11]2[CH2:13][CH2:14][O:15][CH2:16][CH2:17]2)[cH:8][c:9]1[Cl:10].